This data is from the Open Reaction Database (ORD), a public repository of structured organic reaction records. The task is: describe an organic reaction: reactants, conditions, products, and yield Reactants: ClC=1C=C(C(=O)OO)C=CC1 (3-Chloroperoxybenzoic acid), C[Si](OC(=C)CCCCCCCCCCC)(C)C (2-trimethylsilyloxy-1-tridecene). The solvent is CCCCCC (hexane). Conditions: temperature 25 celsius, time 4 hour. Product: OCC(CCCCCCCCCCC)=O (1-hydroxy-2-tridecanone). Yield: 29.0%. As a reaction SMILES: ClC1C=C(C=CC=1)C(OO)=[O:6].C[Si](C)(C)[O:14][C:15]([CH2:17][CH2:18][CH2:19][CH2:20][CH2:21][CH2:22][CH2:23][CH2:24][CH2:25][CH2:26][CH3:27])=[CH2:16]>CCCCCC>[OH:6][CH2:14][C:15](=[O:16])[CH2:17][CH2:18][CH2:19][CH2:20][CH2:21][CH2:22][CH2:23][CH2:24][CH2:25][CH2:26][CH3:27]. Procedure: 3-Chloroperoxybenzoic acid is added in one portion to a cooled (0° C.) solution of 2-trimethylsilyloxy-1-tridecene in hexane (200 mL). The ice bath is removed and the resulting slurry is stirred (4 hours, 25° C.). Ether (200 mL) and 1.5 N HCl (130 mL) are added and the resulting two-phase mixture is stirred vigorously (4.5 hours, 25° C.). The layers are separated and the organic layer is washed with saturated sodium bicarbonate (2×130 mL), washed with brine (1×130 mL), dried (MgSO4), and concent... Reactants: CN[C@@H]1C[C@H]2O[C@@](C)([C@@H]1OC)n1c3ccccc3c3c4c(c5c6ccccc6n2c5c31)C(=O)NC4 (staurosporine), Fc1ccc(cc1)c2onc(C=O)c2. Reagents/catalysts: CC(C)[O-].CC(C)[O-].CC(C)[O-].CC(C)[O-].[Ti+4] (Ti(OiPr)4), CC(=O)O (acetic acid), CC(=O)O[BH-](OC(C)=O)OC(C)=O.[Na+] (Sodium triacetoxyborohydride). The solvent is CN1CCCC1=O (NMP), CN1CCCC1=O (NMP), CN1CCCC1=O (NMP), CN1CCCC1=O (NMP), CN1CCCC1=O (NMP), CN1CCCC1=O (NMP), CN1CCCC1=O (NMP). Conditions: temperature 22 celsius, time 18 hour. The product is CO[C@@H]1[C@@H](C[C@H]2O[C@]1(C)n3c4ccccc4c5c6CNC(=O)c6c7c8ccccc8n2c7c35)N(C)Cc9cc(on9)c%10ccc(F)cc%10, CN[C@@H]1C[C@H]2O[C@@](C)([C@@H]1OC)n1c3ccccc3c3c4c(c5c6ccccc6n2c5c31)C(=O)NC4 (Staurosporine), Fc1ccc(cc1)c2onc(C=O)c2. The reactants are C(CC)C1CC=C(CC1)C1=CC(=C(C=C1)C1=CC=CC=C1)F (4-(4-n-propylcyclohexenyl)-2-fluorobiphenyl), ClC=1C(C(=C(C(C1Cl)=O)C#N)C#N)=O (2,3-dichloro-5,6-dicyano-1,4-benzoquinone). Run in C1(=CC=CC=C1)C (toluene), C1(=CC=CC=C1)C (toluene). Reaction conditions: temperature 114 celsius. The product is FC=1C=C(C=CC1C1=CC=CC=C1)C1=CC=C(C=C1)CCC (3'-Fluoro-4-propyl-p-terphenyl). Isolated yield 101.9%. As a reaction SMILES: [CH2:1]([CH:4]1[CH2:9][CH2:8][C:7]([C:10]2[CH:15]=[CH:14][C:13]([C:16]3[CH:21]=[CH:20][CH:19]=[CH:18][CH:17]=3)=[C:12]([F:22])[CH:11]=2)=[CH:6][CH2:5]1)[CH2:2][CH3:3].ClC1C(=O)C(C#N)=C(C#N)C(=O)C=1Cl>C1(C)C=CC=CC=1>[F:22][C:12]1[CH:11]=[C:10]([C:7]2[CH:6]=[CH:5][C:4]([CH2:1][CH2:2][CH3:3])=[CH:9][CH:8]=2)[CH:15]=[CH:14][C:13]=1[C:16]1[CH:21]=[CH:20][CH:19]=[CH:18][CH:17]=1. Procedure details: A solution of 4-(4-n-propylcyclohexenyl)-2-fluorobiphenyl (20 gram) in toluene (120 ml) was added over a 25 minute period with stirring to a suspension of 2,3-dichloro-5,6-dicyano-1,4-benzoquinone (DDQ) (34 gram) in toluene (200 ml). The temperature rose from 19° C. to 24° C. over the addition, after which time the reaction mixture was heated under reflux (114° C.) for 3 hours. The reaction mixture was cooled, filtered, the filtrate and toluene washings (100 ml) were combined and then washed wit... Reactants: C[O-].[Na+] (NaOMe), solution, C1(CCCCC1)C=1C2=C(N3CC(N(CC4=C(C31)SC=C4)CCN(CC)CC)=O)C=C(S2)C(=O)OC (methyl 12-cyclohexyl-5-[2-(diethylamino)ethyl]-6-oxo-4,5,6,7-tetrahydrothieno[2,3-f]thieno[2′,3′:4,5]pyrrolo[1,2-d][1,4]diazocine-10-carboxylate), solution. Solvent: C1CCOC1 (THF), C1CCOC1 (THF). Reaction conditions: temperature 50 celsius, time 4 day. Product: C1(CCCCC1)C=1C2=C(N3CCN(CC4=C(C31)SC=C4)CCN(CC)CC)C=C(S2)C(=O)O (12-cyclohexyl-5-[2-(diethylamino)ethyl]-4,5,6,7-tetrahydrothieno[2,3-f]thieno[2′,3′:4,5]pyrrolo[1,2-d][1,4]diazocine-10-carboxylic acid). Isolated yield 24.0%. RXN SMILES: C[O-].[Na+].[CH:4]1([C:10]2[C:11]3[S:34][C:33]([C:35]([O:37]C)=[O:36])=[CH:32][C:12]=3[N:13]3[C:20]=2[C:19]2[S:21][CH:22]=[CH:23][C:18]=2[CH2:17][N:16]([CH2:24][CH2:25][N:26]([CH2:29][CH3:30])[CH2:27][CH3:28])[C:15](=O)[CH2:14]3)[CH2:9][CH2:8][CH2:7][CH2:6][CH2:5]1>C1COCC1>[CH:4]1([C:10]2[C:11]3[S:34][C:33]([C:35]([OH:37])=[O:36])=[CH:32][C:12]=3[N:13]3[C:20]=2[C:19]2[S:21][CH:22]=[CH:23][C:18]=2[CH2:17][N:16]([CH2:24][CH2:25][N:26]([CH2:27][CH3:28])[CH2:29][CH3:30])[CH2:15][CH2:14]3)[CH2:9][CH2:8][CH2:7][CH2:6][CH2:5]1 |f:0.1|. Procedure: Methyl 6-cyclohexyl-5-(3-formyl-2-thienyl)-4-(2-methoxy-2-oxoethyl)-4H-thieno[3,2-b]pyrrole-2-carboxylate and N,N-diethylaminoethylamine (10 eq.) were dissolved in THF (0.08 M) and the pH adjusted with AcOH to 6; the solution was left stirring for 4 h, then all volatiles were evaporated i. vac. The residual oil was dissolved in MeOH (0.08M), NaCNBH3 (4 eq.) was added, and the mixture was stirred overnight at RT to give methyl 6-cyclohexyl-5-[3-({[2-(diethylamino)ethyl]amino}methyl)-2-thienyl]-4-... Starting materials: C(C)OC(=O)C=1N=CC=2NC3=CC=C(C=C3C2C1)C#CCCl (6-(3-chloro-1-propinyl)-beta-carboline-3-carboxylic-acid-ethylester), C(C)OP(OCC)OCC (triethylphosphite), CCOCC (ether). Yields the product C(C)OC(=O)C=1N=CC=2NC3=CC=C(C=C3C2C1)C#CCP(=O)(OCC)OCC (6-[3-diethoxyphosphoryl-1-propinyl]beta-carboline-3-carboxylic-acid-ethylester). As a reaction SMILES: [CH2:1]([O:3][C:4]([C:6]1[N:7]=[CH:8][C:9]2[NH:10][C:11]3[C:16]([C:17]=2[CH:18]=1)=[CH:15][C:14]([C:19]#[C:20][CH2:21]Cl)=[CH:13][CH:12]=3)=[O:5])[CH3:2].CCOCC.[CH2:28]([O:30][P:31]([O:35]CC)[O:32][CH2:33][CH3:34])[CH3:29]>>[CH2:1]([O:3][C:4]([C:6]1[N:7]=[CH:8][C:9]2[NH:10][C:11]3[C:16]([C:17]=2[CH:18]=1)=[CH:15][C:14]([C:19]#[C:20][CH2:21][P:31]([O:32][CH2:33][CH3:34])([O:30][CH2:28][CH3:29])=[O:35])=[CH:13][CH:12]=3)=[O:5])[CH3:2]. Procedure details: 460 mg of 6-(3-chloro-1-propinyl)-beta-carboline-3-carboxylic-acid-ethylester is stirred in 4 ml of triethylphosphite for 3 h at 120°-130° C. The mixture, after being cooled, is thoroughly stirred with ether and the ether-soluble part is chromatographed after evaporation on 50 g of silica gel using methylene-chloride/ethanol (10/2). 105 mg of 6-[3-diethoxyphosphoryl-1-propinyl]beta-carboline-3-carboxylic-acid-ethylester is obtained in the form of an oil. Starting materials: N#CCC(=O)O, CCCc1nc2c(n1Cc1ccc(-c3ccccc3-c3nnn[nH]3)cc1)C(C(=O)OCC)NCC2, CCN=C=NCCCN(C)C, ClCCl, Cl. The product is CCCc1nc2c(n1Cc1ccc(-c3ccccc3-c3nnn[nH]3)cc1)C(C(=O)OCC)N(C(=O)CC#N)CC2. Reaction SMILES: [C:36](#[N:37])[CH2:38][C:39](=[O:40])[OH:41].[CH2:1]([CH2:2][CH3:3])[c:4]1[n:5][c:6]2[c:7]([n:17]1[CH2:18][c:19]1[cH:20][cH:21][c:22](-[c:25]3[c:26](-[c:31]4[n:32][n:33][n:34][nH:35]4)[cH:27][cH:28][cH:29][cH:30]3)[cH:23][cH:24]1)[CH:8]([C:12](=[O:13])[O:14][CH2:15][CH3:16])[NH:9][CH2:10][CH2:11]2.[CH2:43]([N:44]=[C:45]=[N:46][CH2:47][CH2:48][CH2:49][N:50]([CH3:51])[CH3:52])[CH3:53].[CH2:54]([Cl:55])[Cl:56].[ClH:42]>>[CH2:1]([CH2:2][CH3:3])[c:4]1[n:5][c:6]2[c:7]([n:17]1[CH2:18][c:19]1[cH:20][cH:21][c:22](-[c:25]3[c:26](-[c:31]4[n:32][n:33][n:34][nH:35]4)[cH:27][cH:28][cH:29][cH:30]3)[cH:23][cH:24]1)[CH:8]([C:12](=[O:13])[O:14][CH2:15][CH3:16])[N:9]([C:39]([CH2:38][C:36]#[N:37])=[O:40])[CH2:10][CH2:11]2. Reported procedure: A solution of 1.8 g. of 3-ethoxycarbonyl-6-methyl-9-[(chloro-N,N-dimethylammonio)-methylene]-4-oxo-6,7,8,9-tetrahydro-4H-pyrido[1,2-a]pyrimidine chloride and 5 mmoles of sodium acetate in 5 ml. of anhydrous ethanol is allowed to stand for 24 hours at room temperature and the precipitated sodium chloride is filtered and the filtrate is evaporated. The residue is dissolved in water and the pH of the solution is adjusted to 7 by adding sodium hydrogen carbonate. The precipitated crystals are filter... As a reaction SMILES: [Cl-].[CH2:2]([O:4][C:5]([C:7]1[C:12](=[O:13])[N:11]2[CH:14]([CH3:23])[CH2:15][CH2:16][C:17](=[CH:18][N+](Cl)(C)C)[C:10]2=[N:9][CH:8]=1)=[O:6])[CH3:3].[C:24]([O-])(=[O:26])[CH3:25].[Na+].C([OH:31])C>>[CH2:2]([O:4][C:5]([C:7]1[C:12](=[O:13])[N:11]2[CH:14]([CH3:23])[CH2:15][CH2:16][C:17]([C:18]([O:26][CH2:24][CH3:25])=[O:31])=[C:10]2[NH:9][CH:8]=1)=[O:6])[CH3:3] |f:0.1,2.3|. Run at time 24 hour. The reactants are [Cl-].C(C)OC(=O)C1=CN=C2N(C1=O)C(CCC2=C[N+](C)(C)Cl)C (3-ethoxycarbonyl-6-methyl-9-[(chloro-N,N-dimethylammonio)-methylene]-4-oxo-6,7,8,9-tetrahydro-4H-pyrido[1,2-a]pyrimidine chloride), C(C)(=O)[O-].[Na+] (sodium acetate), C(C)O (ethanol). Yields the product C(C)OC(=O)C1=CNC=2N(C1=O)C(CCC2C(=O)OCC)C (3,9-diethoxycarbonyl-6-methyl-4-oxo-1,6,7,8-tetrahydro-4H-pyrido[1,2-a]pyrimidine). Yield: 60.0%.